The task is: describe an organic reaction: reactants, conditions, products, and yield. This data is from the Open Reaction Database (ORD), a public repository of structured organic reaction records. Reactants: N1=CC=CC2=CC=CC(=C12)C(C)(O)C=1N=CN(C1)C(C1=CC=CC=C1)(C1=CC=CC=C1)C1=CC=CC=C1 (1-quinolin-8-yl-1-(1-trityl-1H-imidazol-4-yl)-ethanol), N1=CC=CC2=CC=CC(=C12)C(C)(O)C=1N=CN(C1)C(C1=CC=CC=C1)(C1=CC=CC=C1)C1=CC=CC=C1 (1-quinolin-8-yl-1-(1-trityl-1H-imidazol-4-yl)-ethanol), [OH-].[Na+] (NaOH), O (water). Reagents/catalysts: C1(=CC=C(C=C1)S(=O)(=O)O)C (p-toluenesulfonic acid). Solvent: C1(=CC=CC=C1)C (toluene), C(C)(=O)O (acetic acid). Product: N1C=NC(=C1)C(=C)C=1C=CC=C2C=CC=NC12 (8-[1-(1H-imidazol-4-yl)-vinyl]-quinoline). Reaction SMILES: [N:1]1[C:10]2[C:5](=[CH:6][CH:7]=[CH:8][C:9]=2[C:11]([C:14]2[N:15]=[CH:16][N:17](C(C3C=CC=CC=3)(C3C=CC=CC=3)C3C=CC=CC=3)[CH:18]=2)(O)[CH3:12])[CH:4]=[CH:3][CH:2]=1.O.[OH-].[Na+]>C1(C)C=CC(S(O)(=O)=O)=CC=1.C1(C)C=CC=CC=1.C(O)(=O)C>[NH:17]1[CH:18]=[C:14]([C:11]([C:9]2[CH:8]=[CH:7][CH:6]=[C:5]3[C:10]=2[N:1]=[CH:2][CH:3]=[CH:4]3)=[CH2:12])[N:15]=[CH:16]1 |f:2.3|. Procedure: 1-Quinolin-8-yl-1-(1-trityl-1H-imidazol-4-yl)-ethanol (Intermediate C1) and p-toluenesulfonic acid catalyst in toluene was heated to reflux in a Dean-Stark apparatus for 18 h. The mixture was cooled to rt and freed of solvent. The residue was dissolved in 70% acetic acid:water and heated to 100° C. for 1 h. The reaction mixture was cooled to rt and basified with 2 M NaOH and extracted with chloroform:isopropyl alcohol (3:1). The organic layers were pooled, dried over MgSO4, filtered and concentr... RXN SMILES: [CH3:1][C:2]1[NH:6][N:5]=[C:4]([C:7]2[CH:12]=[CH:11][C:10]([C:13]([F:16])([F:15])[F:14])=[CH:9][CH:8]=2)[N:3]=1.Cl[CH2:18][CH2:19][C:20]([NH:23][C:24](=[O:30])[O:25][C:26]([CH3:29])([CH3:28])[CH3:27])([CH3:22])[CH3:21]>>[CH3:22][C:20]([NH:23][C:24](=[O:30])[O:25][C:26]([CH3:29])([CH3:28])[CH3:27])([CH3:21])[CH2:19][CH2:18][N:6]1[C:2]([CH3:1])=[N:3][C:4]([C:7]2[CH:8]=[CH:9][C:10]([C:13]([F:16])([F:14])[F:15])=[CH:11][CH:12]=2)=[N:5]1. Starting materials: product 1c, CC1=NC(=NN1)C1=CC=C(C=C1)C(F)(F)F (5-methyl-3-(4-trifluoromethyl-phenyl)-1H-[1,2,4]triazol), ClCCC(C)(C)NC(OC(C)(C)C)=O (tert-butyl (3-chloro-1,1-dimethyl-propyl)-carbamate). Yields the product CC(CCN1N=C(N=C1C)C1=CC=C(C=C1)C(F)(F)F)(C)NC(OC(C)(C)C)=O (tert-butyl {1,1-dimethyl-3-[5-methyl-3-(4-trifluoromethyl-phenyl)-[1,2,4]triazol-1-yl]-propyl}-carbamate). Reported procedure: The target compound is obtained analogously to the method described for intermediate product 1c) from 4.90 g (21.6 mmol) 5-methyl-3-(4-trifluoromethyl-phenyl)-1H-[1,2,4]triazol and 7.17 g (32.4 mmol) tert-butyl (3-chloro-1,1-dimethyl-propyl)-carbamate. White solid. Yield: 5.06 g (57%); mass spectroscopy [M+H]+=413. Reactants: C(C1=CC=CC=C1)[C@H](C(=O)O)CC[C@@H](C(=O)N[C@@H]1C(N2[C@@H](SCC1)CCC[C@H]2C(=O)OC)=O)CC2=CC=CC=C2 ((2R,5R)-2,5-Dibenzyl-6-((4S,7S,10aS)-7-(methoxycarbonyl)-5-oxooctahydro-2H-pyrido[2,1-b][1,3]thiazepin-4-ylamino)-6-oxohexanoic acid), Cl.N[C@@H]1C(N(CCC1)C1=CC=CC=C1)=O ((S)-3-Amino-1-phenylpiperidin-2-one mono hydrochloride). Product: C(C1=CC=CC=C1)[C@H](C(=O)N[C@@H]1C(N2[C@@H](SCC1)CCC[C@H]2C(=O)OC)=O)CC[C@@H](C(N[C@@H]2C(N(CCC2)C2=CC=CC=C2)=O)=O)CC2=CC=CC=C2 ((4S,7S,10aS)-Methyl 4-((2R,5R)-2,5-dibenzyl-6-oxo-6-((S)-2-oxo-1-phenylpiperidin-3-ylamino)hexanamido)-5-oxooctahydro-2H-pyrido[2,1-b][1,3]thiazepine-7-carboxylate), solid. The yield is 36.0%. Reaction SMILES: [CH2:1]([C@@H:8]([CH2:12][CH2:13][C@H:14]([CH2:34][C:35]1[CH:40]=[CH:39][CH:38]=[CH:37][CH:36]=1)[C:15]([NH:17][C@H:18]1[CH2:24][CH2:23][S:22][C@H:21]2[CH2:25][CH2:26][CH2:27][C@@H:28]([C:29]([O:31][CH3:32])=[O:30])[N:20]2[C:19]1=[O:33])=[O:16])[C:9](O)=[O:10])[C:2]1[CH:7]=[CH:6][CH:5]=[CH:4][CH:3]=1.Cl.[NH2:42][C@H:43]1[CH2:48][CH2:47][CH2:46][N:45]([C:49]2[CH:54]=[CH:53][CH:52]=[CH:51][CH:50]=2)[C:44]1=[O:55]>>[CH2:34]([C@@H:14]([CH2:13][CH2:12][C@H:8]([CH2:1][C:2]1[CH:3]=[CH:4][CH:5]=[CH:6][CH:7]=1)[C:9](=[O:10])[NH:42][C@H:43]1[CH2:48][CH2:47][CH2:46][N:45]([C:49]2[CH:50]=[CH:51][CH:52]=[CH:53][CH:54]=2)[C:44]1=[O:55])[C:15]([NH:17][C@H:18]1[CH2:24][CH2:23][S:22][C@H:21]2[CH2:25][CH2:26][CH2:27][C@@H:28]([C:29]([O:31][CH3:32])=[O:30])[N:20]2[C:19]1=[O:33])=[O:16])[C:35]1[CH:40]=[CH:39][CH:38]=[CH:37][CH:36]=1 |f:1.2|. Reported procedure: (4S,7S,10aS)-Methyl 4-((2R,5R)-2,5-dibenzyl-6-oxo-6-((S)-2-oxo-1-phenylpiperidin-3-ylamino)hexanamido)-5-oxooctahydro-2H-pyrido[2,1-b][1,3]thiazepine-7-carboxylate was synthesized as described in General Procedure H using Intermediate 23 (10 mg, 0.018 mmol) and Intermediate 32 (3.4 mg, 0.018 mmol) to give a white solid (5.0 mg, 36% yield). Anal. Calcd. for C42H50N4O6S m/z 738.4. found: 739.4 (M+H)+; 1H NMR (500 MHz, CD3OD) δ ppm 7.46-7.35 (m, 2H), 7.32-7.25 (m, 3H), 7.23-7.08 (m, 10H), 5.49 (dd,... Starting materials: CCCN(CCC)C(OC(C)(C)C)N(CCC)CCC, Cc1cccc([N+](=O)[O-])c1[N+](=O)[O-]. The product is CCCN(C=Cc1cccc([N+](=O)[O-])c1[N+](=O)[O-])CCC. Reaction SMILES: [CH2:14]([CH2:15][CH3:16])[N:17]([CH2:18][CH2:19][CH3:20])[CH:21]([N:22]([CH2:23][CH2:24][CH3:25])[CH2:26][CH2:27][CH3:28])[O:29][C:30]([CH3:31])([CH3:32])[CH3:33].[N+:1](=[O:2])([O-:3])[c:4]1[c:5]([CH3:13])[cH:6][cH:7][cH:8][c:9]1[N+:10](=[O:11])[O-:12]>>[N+:1](=[O:2])([O-:3])[c:4]1[c:5]([CH:13]=[CH:21][N:17]([CH2:14][CH2:15][CH3:16])[CH2:18][CH2:19][CH3:20])[cH:6][cH:7][cH:8][c:9]1[N+:10](=[O:11])[O-:12]. The reactants are CC1=CC(=CC(=C1SC)C)OC(=O)NC (methiocarb), CCSCC=1C=CC=CC1OC(=O)NC (ethiofencarb), CC1=C(C=C(C=C1)OC(=O)NC)C (xylylcarb), CC1(OC2=CC=CC(=C2O1)OC(=O)NC)C (bendiocarb), CNC(=O)OC1=CC=CC=C1Cl (CPMC), CC=1C=C(C=CC1N(C)C)OC(=O)NC (aminocarb), CC1(CC2=CC=CC(=C2O1)OC(=O)NC)C (carbofuran), CCCCN(CCCC)SN(C)C(=O)OC=1C=CC=C2C1OC(C2)(C)C (carbosulfan), CC(C)OC=1C=CC=CC1OC(=O)NC (propoxur), CCC(C)C1=CC=CC=C1OC(=O)NC (BPMC), CC(C)C=1C=CC=CC1OC(=O)NC (isoprocarb), CNC(=O)OC=1C=CC=C2C1C=CC=C2 (carbaryl), CCCC(C)C1=CC(=CC=C1)OC(=O)NC.CCC(CC)C1=CC(=CC=C1)OC(=O)NC (bufencarb). The product is CNC(=O)OC1=CC=CC=C1C2OCCO2 (dioxacarb). As a reaction SMILES: C[C:2]1[C:7](SC)=[C:6](C)[CH:5]=[C:4]([O:11][C:12]([NH:14][CH3:15])=[O:13])[CH:3]=1.CC(C1C=CC=[CH:23][C:24]=1[O:25][C:26](NC)=[O:27])C.CNC(OC1C=CC=C2C=CC=CC=12)=O.CC1C=CC(OC(NC)=O)=CC=1C.CNC(OC1C(Cl)=CC=CC=1)=O.CCCC(C1C=CC=C(OC(NC)=O)C=1)C.CCC(C1C=CC=C(OC(NC)=O)C=1)CC.CCC(C1C(OC(NC)=O)=CC=CC=1)C.CC1(C)OC2C(=CC=CC=2OC(NC)=O)C1.CC(OC1C=CC=CC=1OC(NC)=O)C.CCSCC1C=CC=CC=1OC(NC)=O.CCCCN(SN(C(OC1C=CC=C2CC(C)(C)OC=12)=O)C)CCCC.CC1(C)OC2C(=CC=CC=2OC(NC)=O)O1.CC1C=C(OC(NC)=O)C=CC=1N(C)C>>[CH3:15][NH:14][C:12]([O:11][C:4]1[C:3]([CH:26]2[O:25][CH2:24][CH2:23][O:27]2)=[CH:2][CH:7]=[CH:6][CH:5]=1)=[O:13] |f:5.6|. Procedure details: methiocarb; isoprocarb; carbaryl; xylylcarb; CPMC, bufencarb; BPMC; carbofuran; propoxur, ethiofencarb; carbosulfan; Mydrol®; bendiocarb; aminocarb; chloetocarb and benzofuracarb. The reactants are C(C1=CC=CC=C1)OC1=CC(=C(C=C1)C1=CC=C(C=C1)NC(OC(C)(C)C)=O)[N+](=O)[O-] (tert-butyl 4′-(benzyloxy)-2′-nitrobiphenyl-4-ylcarbamate), CCCCCC (hexane). Solvent: P(OCC)(OCC)OCC (triethyl phosphite). Run at temperature 145 celsius, time 10 minute. The product is C(C1=CC=CC=C1)OC1=CC=C2C=3C=CC(=CC3NC2=C1)NC(OC(C)(C)C)=O (tert-butyl 7-(benzyloxy)-9H-carbazol-2-ylcarbamate). Isolated yield 74.0%. As a reaction SMILES: [CH2:1]([O:8][C:9]1[CH:14]=[CH:13][C:12]([C:15]2[CH:20]=[CH:19][C:18]([NH:21][C:22](=[O:28])[O:23][C:24]([CH3:27])([CH3:26])[CH3:25])=[CH:17][CH:16]=2)=[C:11]([N+:29]([O-])=O)[CH:10]=1)[C:2]1[CH:7]=[CH:6][CH:5]=[CH:4][CH:3]=1.CCCCCC>P(OCC)(OCC)OCC>[CH2:1]([O:8][C:9]1[CH:10]=[C:11]2[C:12]([C:15]3[CH:20]=[CH:19][C:18]([NH:21][C:22](=[O:28])[O:23][C:24]([CH3:27])([CH3:26])[CH3:25])=[CH:17][C:16]=3[NH:29]2)=[CH:13][CH:14]=1)[C:2]1[CH:7]=[CH:6][CH:5]=[CH:4][CH:3]=1. Reported procedure: A suspension of tert-butyl 4′-(benzyloxy)-2′-nitrobiphenyl-4-ylcarbamate (740 mg, 1.67 mmol) in 2 mL of triethyl phosphite was heated at 145° C. for 15 h under Ar atmosphere and cooled to rt. It was added 10 mL of hexane and let sit for 10 min. Solid was collected via filtration and washed with ether/hexane (v:v 1/1, 10 mL) and dried under high vacuum to afford tert-butyl 7-(benzyloxy)-9H-carbazol-2-ylcarbamate as a off-white solid (480 mg, 74%). 1H NMR (400 MHz, CDCl3) δ 7.89 (s, 1H), 7.83-7.78... The solvent is CS(=O)C (dimethyl sulfoxide), C(C)(=O)OCC (ethyl acetate). Reactants: N1(CCNCCC1)C(=O)OC(C)(C)C (1,1-dimethylethyl 1,4-diazepane-1-carboxylate), BrC1=NC=C(C=C1)Br (2,5-dibromopyridine), C([O-])([O-])=O.[K+].[K+] (potassium carbonate). Run at temperature 150 celsius. Procedure: 1.03 g (5 mmol) of 1,1-dimethylethyl 1,4-diazepane-1-carboxylate, 1.19 g (5 mmol) of 2,5-dibromopyridine and 0.7 g (5 mmol) of potassium carbonate suspended in 0.90 ml of dimethyl sulfoxide (DMSO) are introduced into an autoclave. The mixture is heated at 150° C. for 22 hours. The reaction mixture is allowed to cool to room temperature, it is taken up in ethyl acetate, and the organic solution is washed with water and then brine, and dried over sodium sulfate. The filtrate is concentrated under ... Reaction SMILES: [N:1]1([C:8]([O:10][C:11]([CH3:14])([CH3:13])[CH3:12])=[O:9])[CH2:7][CH2:6][CH2:5][NH:4][CH2:3][CH2:2]1.Br[C:16]1[CH:21]=[CH:20][C:19]([Br:22])=[CH:18][N:17]=1.C(=O)([O-])[O-].[K+].[K+]>CS(C)=O.C(OCC)(=O)C>[Br:22][C:19]1[CH:20]=[CH:21][C:16]([N:4]2[CH2:5][CH2:6][CH2:7][N:1]([C:8]([O:10][C:11]([CH3:14])([CH3:13])[CH3:12])=[O:9])[CH2:2][CH2:3]2)=[N:17][CH:18]=1 |f:2.3.4|. Yield: 91.5%. Product: BrC=1C=CC(=NC1)N1CCN(CCC1)C(=O)OC(C)(C)C (1,1-dimethylethyl 4-(5-bromo-2-pyridyl)-1,4-diazepane-1-carboxylate).